This data is from the Open Reaction Database (ORD), a public repository of structured organic reaction records. The task is: describe an organic reaction: reactants, conditions, products, and yield The reactants are BrC1=C(CC2CCN(CC2)CCC=2C=C(C(=O)NCC3=CC(=CC=C3)CO[Si](C)(C)C(C)(C)C)C=CC2)C=C(C=C1)OC (3-{2-[4-(2-bromo-5-methoxybenzyl)-1-piperidinyl]ethyl}-N-[3-(tert-butyldimethylsiloxymethyl)benzyl]benzamide). The solvent is [F-].C(CCC)[N+](CCCC)(CCCC)CCCC (tetra-n-butylammonium fluoride), C1CCOC1 (THF). Conditions: time 2 hour. The product is BrC1=C(CC2CCN(CC2)CCC=2C=C(C(=O)NCC3=CC(=CC=C3)CO)C=CC2)C=C(C=C1)OC (3-{2-[4-(2-Bromo-5-methoxybenzyl)-1-piperidinyl]-ethyl}-N-[3-(hydroxymethyl)benzyl]benzamide). Isolated yield 73.0%. RXN SMILES: [Br:1][C:2]1[CH:41]=[CH:40][C:39]([O:42][CH3:43])=[CH:38][C:3]=1[CH2:4][CH:5]1[CH2:10][CH2:9][N:8]([CH2:11][CH2:12][C:13]2[CH:14]=[C:15]([CH:35]=[CH:36][CH:37]=2)[C:16]([NH:18][CH2:19][C:20]2[CH:25]=[CH:24][CH:23]=[C:22]([CH2:26][O:27][Si](C(C)(C)C)(C)C)[CH:21]=2)=[O:17])[CH2:7][CH2:6]1>[F-].C([N+](CCCC)(CCCC)CCCC)CCC.C1COCC1>[Br:1][C:2]1[CH:41]=[CH:40][C:39]([O:42][CH3:43])=[CH:38][C:3]=1[CH2:4][CH:5]1[CH2:6][CH2:7][N:8]([CH2:11][CH2:12][C:13]2[CH:14]=[C:15]([CH:35]=[CH:36][CH:37]=2)[C:16]([NH:18][CH2:19][C:20]2[CH:25]=[CH:24][CH:23]=[C:22]([CH2:26][OH:27])[CH:21]=2)=[O:17])[CH2:9][CH2:10]1 |f:1.2|. Reported procedure: In tetra-n-butylammonium fluoride (a 1.0M THF solution, 5 mL, 5.0 mmol) was dissolved 3-{2-[4-(2-bromo-5-methoxybenzyl)-1-piperidinyl]ethyl}-N-[3-(tert-butyldimethylsiloxymethyl)benzyl]benzamide (389 mg, 0.584 mmol), and the resulting solution was stirred at room temperature for 2 hours. The reaction mixture was purified by the use of a silica gel column (silica gel 30 mL; ethyl acetate˜ethyl acetate/triethylamine=10/1) to obtain the desired compound (235 mg, 73%) as a yellow oil. Starting materials: C(C)(=O)O[BH-](OC(C)=O)OC(C)=O.[Na+] (sodium triacetoxyborohydride), C(C)(C)(C)OC(N(CC1=C(C=C(C=C1)OC)OC)C1=NC(=C(C=C1)[N+](=O)[O-])C#N)=O ((6-cyano-5-nitro-pyridin-2-yl)-(2,4-dimethoxy-benzyl)-carbamic acid tert-butyl ester), C1(CCCCC1)=O (cyclohexanone), C(=O)(O)[O-].[Na+] (NaHCO3), C1(CCCCC1)=O (cyclohexanone). Reagents/catalysts: [Pd] (Pd/C). Solvent: ClCCCl (DCE), C1CCOC1 (THF), C(C)(=O)O (acetic acid). Run at time 8 hour. Product: C(C)(C)(C)OC(N(CC1=C(C=C(C=C1)OC)OC)C1=NC(=C(C=C1)N)CNC1CCCCC1)=O ((5-amino-6-cyclohexylaminomethyl-pyridin-2-yl)-(2,4-dimethoxy-benzyl)-carbamic acid tert-butyl ester). As a reaction SMILES: [C:1]([O:5][C:6](=[O:30])[N:7]([C:19]1[CH:24]=[CH:23][C:22]([N+:25]([O-])=O)=[C:21]([C:28]#[N:29])[N:20]=1)[CH2:8][C:9]1[CH:14]=[CH:13][C:12]([O:15][CH3:16])=[CH:11][C:10]=1[O:17][CH3:18])([CH3:4])([CH3:3])[CH3:2].[C:31]1(=O)[CH2:36][CH2:35][CH2:34][CH2:33][CH2:32]1.C(O[BH-](OC(=O)C)OC(=O)C)(=O)C.[Na+].C([O-])(O)=O.[Na+]>C1COCC1.C(O)(=O)C.ClCCCl.[Pd]>[C:1]([O:5][C:6](=[O:30])[N:7]([C:19]1[CH:24]=[CH:23][C:22]([NH2:25])=[C:21]([CH2:28][NH:29][CH:31]2[CH2:36][CH2:35][CH2:34][CH2:33][CH2:32]2)[N:20]=1)[CH2:8][C:9]1[CH:14]=[CH:13][C:12]([O:15][CH3:16])=[CH:11][C:10]=1[O:17][CH3:18])([CH3:4])([CH3:3])[CH3:2] |f:2.3,4.5|. Reported procedure: To a solution of (6-cyano-5-nitro-pyridin-2-yl)-(2,4-dimethoxy-benzyl)-carbamic acid tert-butyl ester Example 20 (Step 2) (1.10 g, 2.65 mmol, 1 equiv) and cyclohexanone (320 μL, 3.20 mmol, 1.2 equiv) in THF (10 mL) and acetic acid (20 mL), was added Pd/C (10%, 200 mg) and the reaction mixture was hydrogenated overnight. The catalyst was removed by filtration and the filtrate evaporated to give an oil. The oil was dissolved in DCE (15 mL) and treated with cyclohexanone (100 μL, 1.0 mmol) followed... Reactants: C1(CCCC1)CC(=O)O (cyclopentaneacetic acid), product, S(=O)(Cl)Cl (thionyl chloride), S(=O)(Cl)Cl (thionyl chloride). Run in CN(C=O)C (N,N-dimethylformamide). The product is C1(CCCC1)CC(=O)Cl (cyclopentylacetyl chloride). Reaction SMILES: [CH:1]1([CH2:6][C:7]([OH:9])=O)[CH2:5][CH2:4][CH2:3][CH2:2]1.S(Cl)([Cl:12])=O>CN(C)C=O>[CH:1]1([CH2:6][C:7]([Cl:12])=[O:9])[CH2:5][CH2:4][CH2:3][CH2:2]1. Reported procedure: To a solution of 50 g. of cyclopentaneacetic acid containing 2.9 ml. of N,N-dimethylformamide is added dropwise, with stirring, 51 g. of thionyl chloride over a period of 15 minutes. After stirring for an additional 60 minutes excess thionyl chloride is removed in vacuo and the residual oil is distilled to give 55.4 g. (97%) of product, b.p. 57°-58° C. (10 mm.). Reactants: OC(=O)C(F)(F)F.CN1C(N(CC1C(=O)O)C1=NC(=CC=C1)C)=O (3-methyl-1-(6-methyl-2-pyridinyl)-2-oxo-4-imidazolidinecarboxylic acid TFA salt), O.ON1N=NC2=C1C=CC=C2 (1-hydroxybenzotriazole hydrate), Cl.C(C)N=C=NCCCN(C)C (1-ethyl-3-(3-dimethylaminopropyl)carbodiimide hydrochloride), C(C)N1CCOCC1 (N-ethyl morpholine), ClC1=C(C=CC=C1C(F)(F)F)CN ({[2-chloro-3-(trifluoromethyl)phenyl]methyl}amine). Run in ClCCl (dichloromethane), ClCCl (dichloromethane). Run at time 10 minute. Product: ClC1=C(C=CC=C1C(F)(F)F)CNC(=O)C1N(C(N(C1)C1=NC(=CC=C1)C)=O)C (N-{[2-chloro-3-(trifluoromethyl)phenyl]methyl}-3-methyl-1-(6-methyl-2-pyridinyl)-2-oxo-4-imidazolidinecarboxamide). Isolated yield 61.4%. Reaction SMILES: OC(C(F)(F)F)=O.[CH3:8][N:9]1[CH:13]([C:14]([OH:16])=O)[CH2:12][N:11]([C:17]2[CH:22]=[CH:21][CH:20]=[C:19]([CH3:23])[N:18]=2)[C:10]1=[O:24].O.ON1C2C=CC=CC=2N=N1.Cl.C(N=C=NCCCN(C)C)C.C(N1CCOCC1)C.[Cl:56][C:57]1[C:62]([C:63]([F:66])([F:65])[F:64])=[CH:61][CH:60]=[CH:59][C:58]=1[CH2:67][NH2:68]>ClCCl>[Cl:56][C:57]1[C:62]([C:63]([F:65])([F:66])[F:64])=[CH:61][CH:60]=[CH:59][C:58]=1[CH2:67][NH:68][C:14]([CH:13]1[CH2:12][N:11]([C:17]2[CH:22]=[CH:21][CH:20]=[C:19]([CH3:23])[N:18]=2)[C:10](=[O:24])[N:9]1[CH3:8])=[O:16] |f:0.1,2.3,4.5|. Procedure details: A mixture of 3-methyl-1-(6-methyl-2-pyridinyl)-2-oxo-4-imidazolidinecarboxylic acid TFA salt (147 mg, 0.42 mmol), 1-hydroxybenzotriazole hydrate (96 mg, 0.63 mmol), 1-ethyl-3-(3-dimethylaminopropyl)carbodiimide hydrochloride (121 mg, 0.63 mmol) and N-ethyl morpholine (0.27 ml, 2.1 mmol) in dichloromethane (8 ml) was stirred at room temperature for 10 minutes. A solution of {[2-chloro-3-(trifluoromethyl)phenyl]methyl}amine (88 mg, 0.42 mmol) in dichloromethane (2 ml) was added and the reaction st... Reactants: C1=CC=CC=2C3=CC=CC=C3CC12 (fluorene), C(CCC)[Li] (butyllithium). The solvent is CCOCC (ether). Yields the product C1(=CC=CC=2C3=CC=CC=C3CC12)[Li] (fluorenyl lithium). Reaction SMILES: [CH:1]1[C:13]2[CH2:12][C:11]3[C:6](=[CH:7][CH:8]=[CH:9][CH:10]=3)[C:5]=2[CH:4]=[CH:3][CH:2]=1.C([Li:18])CCC>CCOCC>[C:1]1([Li:18])[C:13]2[CH2:12][C:11]3[C:6](=[CH:7][CH:8]=[CH:9][CH:10]=3)[C:5]=2[CH:4]=[CH:3][CH:2]=1. Procedure details: Here 5 g (30 mmol) fluorene, dissolved in ether, was reacted for three hours with 18.8 ml of butyllithium (1.6M in hexane). The solvent was evaporated to yield yellow fluorenyl lithium. Then 11.4 g (45 mmol) of Ph2SiCl2, i.e. diphenyl dichloro silane, was dissolved in 200 ml of pentane and the solid fluorenyl lithium was added in one portion to the pentane solution. After stirring for one hour, the mixture was filtered, the precipitated LiCl was eluated with 50 ml of ether, and the solvent evapo... Starting materials: COC(C1=CC(=CC=C1)N)=O (3-amino-benzoic acid methyl ester), BrC=1C=C(C=O)C=CC1 (3-bromobenzaldehyde), C=C(C)C (isobutene), FC(S(=O)(=O)[O-])(F)F.[Yb+3].FC(S(=O)(=O)[O-])(F)F.FC(S(=O)(=O)[O-])(F)F (ytterbium(III) trifluoromethanesulfonate). Solvent: C(C)#N (acetonitrile), C(C)(=O)OCC (ethyl acetate). Run at temperature 85 celsius, time 18 hour. Product: COC(=O)C1=CC=C2C(CC(NC2=C1)C1=CC(=CC=C1)Br)(C)C (2-(3-bromo-phenyl)-4,4-dimethyl-1,2,3,4-tetrahydro-quinoline-7-carboxylic acid methyl ester). The yield is 39.9%. Reaction SMILES: [CH3:1][O:2][C:3](=[O:11])[C:4]1[CH:9]=[CH:8][CH:7]=[C:6]([NH2:10])[CH:5]=1.[Br:12][C:13]1[CH:14]=[C:15]([CH:18]=[CH:19][CH:20]=1)[CH:16]=O.[CH2:21]=[C:22]([CH3:24])[CH3:23].FC(F)(F)S([O-])(=O)=O.[Yb+3].FC(F)(F)S([O-])(=O)=O.FC(F)(F)S([O-])(=O)=O>C(#N)C.C(OCC)(=O)C>[CH3:1][O:2][C:3]([C:4]1[CH:5]=[C:6]2[C:7]([C:22]([CH3:24])([CH3:23])[CH2:21][CH:16]([C:15]3[CH:18]=[CH:19][CH:20]=[C:13]([Br:12])[CH:14]=3)[NH:10]2)=[CH:8][CH:9]=1)=[O:11] |f:3.4.5.6|. Procedure details: To a stirred solution of 3-amino-benzoic acid methyl ester (11.3 g, 78.4 mmol) and 3-bromobenzaldehyde (9.2 mL, 78.4 mmol) in acetonitrile (150 mL) were added isobutene (21.0 mL, 313.5 mmol) and ytterbium(III) trifluoromethanesulfonate (Yb(OTf)3) (5.8 g, 9.5 mmol). The resulting mixture was stirred at 85° C. for 18 h in sealed tube. The mixture was diluted with ethyl acetate (300 mL) and washed with water (100 mL×2) and brine (100 mL×2) and then dried over anhydrous sodium sulfate. The solvent w...